From a dataset of the Open Reaction Database (ORD), a public repository of structured organic reaction records. describe an organic reaction: reactants, conditions, products, and yield Starting materials: [OH-].[NH4+] (ammonium hydroxide), FC1=CC=C(C(=O)C2CCNCC2)C=C1 (4-(4-fluorobenzoyl)piperidine), C1C(C2=CC=CC=C2)O1 (styrene oxide), C(=O)(N1C=NC=C1)N1C=NC=C1 (1,1′-carbonyl diimidazole). Solvent: C(C)(C)O (isopropanol), O (water). Run at time 4 hour. Yields the product FC1=CC=C(C(=O)C2CCN(CC2)CC(C2=CC=CC=C2)OC(N)=O)C=C1 (carbamic acid 2-[4-(4-fluoro-benzoyl)-piperidin-1-yl]-1-phenyl-ethyl ester). As a reaction SMILES: [F:1][C:2]1[CH:15]=[CH:14][C:5]([C:6]([CH:8]2[CH2:13][CH2:12][NH:11][CH2:10][CH2:9]2)=[O:7])=[CH:4][CH:3]=1.[CH2:16]1[O:24][CH:17]1[C:18]1[CH:23]=[CH:22][CH:21]=[CH:20][CH:19]=1.[C:25]([N:32]1C=CN=C1)(N1C=CN=C1)=[O:26].[OH-].[NH4+]>C(O)(C)C.O>[F:1][C:2]1[CH:3]=[CH:4][C:5]([C:6]([CH:8]2[CH2:13][CH2:12][N:11]([CH2:16][CH:17]([O:24][C:25](=[O:26])[NH2:32])[C:18]3[CH:23]=[CH:22][CH:21]=[CH:20][CH:19]=3)[CH2:10][CH2:9]2)=[O:7])=[CH:14][CH:15]=1 |f:3.4|. Procedure: A mixture of 4-(4-fluorobenzoyl)piperidine (5 mmol) and styrene oxide(5 mmol) was refluxed in 30 ml of isopropanol for 4 h. This solution was then concentrated on a rotary evaporator and diluted with ethyl acetate. This mixture was then washed with brine, the resulting organic layer was dried and concentrated in vacuo. The crude product was dissolved in THF(50 ml) and was added with 1,1′-carbonyl diimidazole (2 mmol) at 0° C. The reaction mixture was stirred at room temperature for 4 h, followed... Run in C(Cl)(Cl)Cl (chloroform). Reported procedure: From 2.0 g (0.007 mol) of 4-oxo-2-propyl-4H-pyrido[1,2-a]thieno[2,3d]pyrimidine-7-carboxamide (Example 23), 30 ml of phosphorus oxychloride and 30 ml of chloroform, following the procedure of Example 27, there is obtained 1.8 g of 4-oxo-2-propyl-4H-pyrido[1,2-a]thieno[2,3-d]pyrimidine-7-carbonitrile; mp 217°-218° C. after recrystallization from glacial acetic acid. RXN SMILES: [O:1]=[C:2]1[N:7]2[CH:8]=[C:9]([C:12]([NH2:14])=O)[CH:10]=[CH:11][C:6]2=[N:5][C:4]2[S:15][C:16]([CH2:18][CH2:19][CH3:20])=[CH:17][C:3]1=2.P(Cl)(Cl)(Cl)=O>C(Cl)(Cl)Cl>[O:1]=[C:2]1[N:7]2[CH:8]=[C:9]([C:12]#[N:14])[CH:10]=[CH:11][C:6]2=[N:5][C:4]2[S:15][C:16]([CH2:18][CH2:19][CH3:20])=[CH:17][C:3]1=2. The product is O=C1C2=C(N=C3N1C=C(C=C3)C#N)SC(=C2)CCC (4-oxo-2-propyl-4H-pyrido[1,2-a]thieno[2,3-d]pyrimidine-7-carbonitrile). Reactants: O=C1C2=C(N=C3N1C=C(C=C3)C(=O)N)SC(=C2)CCC (4-oxo-2-propyl-4H-pyrido[1,2-a]thieno[2,3-d]pyrimidine-7-carboxamide), P(=O)(Cl)(Cl)Cl (phosphorus oxychloride). Yield: 95.5%. The reactants are CC(=O)O, COC(=O)Cl, [Na+], [OH-], O, COc1c2c(c(O)c3c1C(=O)c1c(cc(O)c(C)c1O)C3=O)-c1c(cc3cnn(-c4ccccc4)c(=O)c3c1O)CC2. Product: COC(=O)Oc1cc2c(c(O)c1C)C(=O)c1c(OC)c3c(c(O)c1C2=O)-c1c(cc2cnn(-c4ccccc4)c(=O)c2c1O)CC3. As a reaction SMILES: [CH3:50][C:51](=[O:52])[OH:53].[Cl:45][C:46](=[O:47])[O:48][CH3:49].[Na+:44].[OH-:43].[OH2:54].[c:1]1(-[n:7]2[n:8][cH:9][c:10]3[cH:11][c:12]4[c:13]([c:14]([OH:18])[c:15]3[c:16]2=[O:17])-[c:19]2[c:20]([OH:42])[c:21]3[c:30]([c:31]([O:35][CH3:36])[c:32]2[CH2:33][CH2:34]4)[C:29](=[O:37])[c:28]2[c:23]([cH:24][c:25]([OH:40])[c:26]([CH3:39])[c:27]2[OH:38])[C:22]3=[O:41])[cH:2][cH:3][cH:4][cH:5][cH:6]1>>[c:1]1(-[n:7]2[n:8][cH:9][c:10]3[cH:11][c:12]4[c:13]([c:14]([OH:18])[c:15]3[c:16]2=[O:17])-[c:19]2[c:20]([OH:42])[c:21]3[c:30]([c:31]([O:35][CH3:36])[c:32]2[CH2:33][CH2:34]4)[C:29](=[O:37])[c:28]2[c:23]([cH:24][c:25]([O:40][C:46](=[O:47])[O:48][CH3:49])[c:26]([CH3:39])[c:27]2[OH:38])[C:22]3=[O:41])[cH:2][cH:3][cH:4][cH:5][cH:6]1.